Dataset: the Open Reaction Database (ORD), a public repository of structured organic reaction records. Task: describe an organic reaction: reactants, conditions, products, and yield Reactants: C[Si](C)(C)[N-][Si](C)(C)C.[Li+] (lithium bis(trimethylsilyl)amide), COC1=CC=C(CNC=2N=CSC2)C=C1 (N-(4-methoxybenzyl)thiazol-4-amine), FC1=C(N=C(C2=C(C(=C(C(=C12)F)S(=O)(=O)[O-])F)F)Cl)C1=C(C(=C(C(=C1F)F)F)F)F (perfluorophenyl-1-chloroisoquinoline-6-sulfonate). The solvent is C1CCOC1 (THF), C1CCOC1 (THF). Run at time 15 minute. The product is ClC1=NC=CC2=CC(=CC=C12)S(=O)(=O)N(C=1N=CSC1)CC1=CC=C(C=C1)OC (1-chloro-N-(4-methoxybenzyl)-N-(thiazol-4-yl)isoquinoline-6-sulfonamide). RXN SMILES: [CH3:1][O:2][C:3]1[CH:15]=[CH:14][C:6]([CH2:7][NH:8][C:9]2[N:10]=[CH:11][S:12][CH:13]=2)=[CH:5][CH:4]=1.C[Si]([N-][Si](C)(C)C)(C)C.[Li+].F[C:27]1[C:36]2[C:31](=[C:32](F)[C:33](F)=[C:34]([S:38]([O-])(=[O:40])=[O:39])[C:35]=2F)[C:30]([Cl:44])=[N:29][C:28]=1C1C(F)=C(F)C(F)=C(F)C=1F>C1COCC1>[Cl:44][C:30]1[C:31]2[C:36](=[CH:35][C:34]([S:38]([N:8]([CH2:7][C:6]3[CH:5]=[CH:4][C:3]([O:2][CH3:1])=[CH:15][CH:14]=3)[C:9]3[N:10]=[CH:11][S:12][CH:13]=3)(=[O:40])=[O:39])=[CH:33][CH:32]=2)[CH:27]=[CH:28][N:29]=1 |f:1.2|. Procedure details: To a flask containing ice cold suspension of N-(4-methoxybenzyl)thiazol-4-amine (Intermediate PPPPP; 0.085 g, 0.384 mmol) in THF (1.408 ml) was added lithium bis(trimethylsilyl)amide (0.403 ml, 0.403 mmol) drop wise over 10 min. The mixture was stirred for 15 minutes prior to the addition of a solution of perfluorophenyl-1-chloroisoquinoline-6-sulfonate (From Step 1 in Example 73; 0.15 g, 0.366 mmol) in THF (1.0 ml). After 45 minutes of stirring (ice melt) LCMS indicated that the reaction was ne... Starting materials: c4ccc(B3OB(c1ccccc1)OB(c2ccccc2)O3)cc4 (effective_coupling_partner), COC(=O)c1ccc(OC(=O)N(C)C)cc1 (substrate). The reagents and catalysts are PCy3. Conditions: temperature 110 celsius, time 16 hour. The product is COC(=O)c2ccc(c1ccccc1)cc2. The reactants are O=C([O-])O, CCOC(=O)C1(C#N)C(c2ccccc2)C1(C)C, OCCCO, [Na+], O. Product: CC1(C)C(C#N)C1c1ccccc1. RXN SMILES: [C:19](=[O:20])([OH:21])[O-:22].[C:1](#[N:2])[C:3]1([C:14]([O:15][CH2:16][CH3:17])=[O:18])[C:4]([CH3:12])([CH3:13])[CH:5]1[c:6]1[cH:7][cH:8][cH:9][cH:10][cH:11]1.[CH2:25]([OH:26])[CH2:27][CH2:28][OH:29].[Na+:23].[OH2:24]>>[C:1](#[N:2])[CH:3]1[C:4]([CH3:12])([CH3:13])[CH:5]1[c:6]1[cH:7][cH:8][cH:9][cH:10][cH:11]1. Starting materials: BrC1=NC(=CC=C1)CBr (2-bromo-6-bromomethyl-pyridine), O1CCCC1 (tetrahydrofuran), CC=1C=C(C(=O)C2=CNC3=CC(=CC=C3C2=O)F)C=CC1C (3-(3,4-dimethyl-benzoyl)-7-fluoro-1H-quinolin-4-one), C[Si]([N-][Si](C)(C)C)(C)C.[K+] (potassium hexamethyldisilazide). Conditions: temperature 60 celsius. Yields the product BrC1=CC=CC(=N1)CN1C=C(C(C2=CC=C(C=C12)F)=O)C(C1=CC(=C(C=C1)C)C)=O (1-(6-Bromo-pyridin-2-ylmethyl)-3-(3,4-dimethyl-benzoyl)-7-fluoro-1H-quinolin-4-one), CC=1C=C(C(=O)C2=CN(C3=CC(=CC=C3C2=O)F)CC2=CC(=CC=C2)C)C=CC1C (3-(3,4-Dimethyl-benzoyl)-7-fluoro-1-(3-methyl-benzyl)-1H-quinolin-4-one). RXN SMILES: [CH3:1][C:2]1[CH:3]=[C:4]([CH:19]=[CH:20][C:21]=1[CH3:22])[C:5]([C:7]1[C:16](=[O:17])[C:15]2[C:10](=[CH:11][C:12]([F:18])=[CH:13][CH:14]=2)[NH:9][CH:8]=1)=[O:6].[CH3:23][Si](C)(C)[N-][Si](C)(C)C.[K+].[Br:33][C:34]1[CH:39]=[CH:38][CH:37]=[C:36]([CH2:40]Br)[N:35]=1.O1[CH2:46][CH2:45][CH2:44][CH2:43]1>>[Br:33][C:34]1[N:35]=[C:36]([CH2:40][N:9]2[C:10]3[C:15](=[CH:14][CH:13]=[C:12]([F:18])[CH:11]=3)[C:16](=[O:17])[C:7]([C:5](=[O:6])[C:4]3[CH:19]=[CH:20][C:21]([CH3:22])=[C:2]([CH3:1])[CH:3]=3)=[CH:8]2)[CH:37]=[CH:38][CH:39]=1.[CH3:1][C:2]1[CH:3]=[C:4]([CH:19]=[CH:20][C:21]=1[CH3:22])[C:5]([C:7]1[C:16](=[O:17])[C:15]2[C:10](=[CH:11][C:12]([F:18])=[CH:13][CH:14]=2)[N:9]([CH2:43][C:44]2[CH:40]=[CH:36][CH:37]=[C:46]([CH3:23])[CH:45]=2)[CH:8]=1)=[O:6] |f:1.2|. Procedure: Compound 4vv was prepared following the procedure described in Step 3 of Example 1 using 0.050 g (0.169 mmol) of 3-(3,4-dimethyl-benzoyl)-7-fluoro-1H-quinolin-4-one 3k, 0.4 mL of potassium hexamethyldisilazide (0.5 M in toluene, 0.203 mmol) and 50.9 mg (0.203 mmol) of 2-bromo-6-bromomethyl-pyridine in 1.5 mL of tetrahydrofuran and heating the reaction solution at 60° C. for 24 h. The crude product was purified by flash chromatography using 10-80% ethyl acetate in hexane to yield 37.8 mg of 3-(3,... The reactants are ClC(C(=O)NC1=C(C=C(C=C1)C#C[Si](C)(C)C)C(=O)C1=CC=C(C=C1)C1(N=N1)C(F)(F)F)Cl (2,2-dichloro-N-[2-({4-[3-(trifluoromethyl)diazirin-3-yl]phenyl}carbonyl)-4-[2-(trimethylsilyl)ethynyl]phenyl]acetamide), [C-]#N.[K+] (Potassium cyanide). Run in CCO (EtOH), O (water). Conditions: time 16 hour. The product is NC1=NC2=CC=C(C=C2C1(O)C1=CC=C(C=C1)C1(N=N1)C(F)(F)F)C#C[Si](C)(C)C (2-amino-3-{4-[3-(trifluoromethyl)diazirin-3-yl]phenyl}-5-[2-(trimethylsilyl)ethynyl]indol-3-ol). Isolated yield 83.2%. RXN SMILES: ClC(Cl)[C:3]([NH:5][C:6]1[CH:11]=[CH:10][C:9]([C:12]#[C:13][Si:14]([CH3:17])([CH3:16])[CH3:15])=[CH:8][C:7]=1[C:18]([C:20]1[CH:25]=[CH:24][C:23]([C:26]2([C:29]([F:32])([F:31])[F:30])[N:28]=[N:27]2)=[CH:22][CH:21]=1)=[O:19])=O.[C-]#[N:35].[K+]>CCO.O>[NH2:35][C:3]1[C:18]([C:20]2[CH:21]=[CH:22][C:23]([C:26]3([C:29]([F:32])([F:31])[F:30])[N:28]=[N:27]3)=[CH:24][CH:25]=2)([OH:19])[C:7]2[C:6](=[CH:11][CH:10]=[C:9]([C:12]#[C:13][Si:14]([CH3:15])([CH3:16])[CH3:17])[CH:8]=2)[N:5]=1 |f:1.2|. Reported procedure: 2,2-dichloro-N-[2-({4-[3-(trifluoromethyl)diazirin-3-yl]phenyl}carbonyl)-4-[2-(trimethylsilyl)ethynyl]phenyl]acetamide (57 mg, 0.11 mmol, 1 eq.) was dissolved in EtOH (3 mL). Potassium cyanide (9.4 mg, 0.14 mmol, 1.3 eq.) in water (1 mL) was added to the reaction, and the reaction was stirred at room temperature for 16 hours. The EtOH was evaporated, and additional water (8 mL) was added. The reaction was then extracted three times with 5% isopropanol in DCM (20 mL each), and the organic layer w... Starting materials: C(#N)[BH3-].[Na+] (Sodium cyanoborohydride), NC=1C=C(C=C(C1)C(O[SiH2]C(C)(C)C)(C)C)CO ([3-amino-5-(tert-butyl-dimethyl-silanyloxymethyl)-phenyl]-methanol), C=O (paraformaldehyde). Reagents/catalysts: [Cl-].[Zn+2].[Cl-] (zinc chloride). The solvent is CO (methanol), CO (methanol). Product: C(C)(C)(C)[SiH2]OC(C=1C=C(C=C(C1)N(C)C)CO)(C)C ([3-(tert-butyl-dimethyl-silanyloxymethyl)-5-dimethylamino-phenyl]-methanol). The yield is 82.0%. RXN SMILES: [C:1]([BH3-])#[N:2].[Na+].N[C:6]1[CH:7]=[C:8]([CH2:21][OH:22])[CH:9]=[C:10]([C:12]([CH3:20])([CH3:19])[O:13][SiH2:14][C:15]([CH3:18])([CH3:17])[CH3:16])[CH:11]=1.[CH2:23]=O>CO.[Cl-].[Zn+2].[Cl-]>[C:15]([SiH2:14][O:13][C:12]([CH3:20])([CH3:19])[C:10]1[CH:9]=[C:8]([CH2:21][OH:22])[CH:7]=[C:6]([N:2]([CH3:1])[CH3:23])[CH:11]=1)([CH3:18])([CH3:17])[CH3:16] |f:0.1,5.6.7|. Reported procedure: Sodium cyanoborohydride (470 mg, 7.48 mmol) was added to a magnetically stirred solution of [3-amino-5-(tert-butyl-dimethyl-silanyloxymethyl)-phenyl]-methanol (1.0 g, 3.74 mmol) in methanol (30 mL). The reaction vessel was capped with a septum and pierced with a needle. In a separate flask, parafomaldehyde (449 mg, 15.0 mmol) was heated with heat gun and the gas cannulated into the reaction vessel with a stream of nitrogen. After all the paraformaldehyde was added, a solution of zinc chloride (5... The reactants are CC1=C(OC(C(=O)O)C)C(=CC=C1)C ((2RS)-2-(2,6-dimethylphenoxy)propionic acid), [Si](C)(C)(C(C)(C)C)O[C@@H]1C=C2C=C[C@@H]([C@@H]([C@H]2[C@H](C1)O)CC[C@@H]1C[C@H](CC(O1)=O)O[Si](C)(C)C(C)(C)C)C ((4R,6R)-6-{(1S,2S,6S,8S,8aR)-2-[1,2,6,7,8,8a-hexahydro-6-t-butyldimethylsilyloxy-8-hydroxy-2-methyl-1-naphthyl]ethyl}tetrahydro-4-t-butyldimethylsilyloxy-2H-pyran-2-one). Yields the product [Si](C)(C)(C(C)(C)C)O[C@@H]1C=C2C=C[C@@H]([C@@H]([C@H]2[C@H](C1)OC(C(C)OC1=C(C=CC=C1C)C)=O)CC[C@@H]1C[C@H](CC(O1)=O)O[Si](C)(C)C(C)(C)C)C ((4R,6R)-6-([1S,2S,6S,8S,8aR]-2-{1,2,6,7,8,8a-Hexahydro-6-t-butyldimethylsilyloxy-8-[(2RS)-2-(2,6-dimethylphenoxy)propionyloxy]-2-methyl-1-naphthyl}ethyl)tetrahydro-4-t-butyldimethylsilyloxy-2H-pyran-2-one). Yield: 94.7%. RXN SMILES: [CH3:1][C:2]1[CH:13]=[CH:12][CH:11]=[C:10]([CH3:14])[C:3]=1[O:4][CH:5]([CH3:9])[C:6]([OH:8])=[O:7].[Si:15]([O:22][C@H:23]1[CH2:32][C@H:31](O)[C@H:30]2[C:25]([CH:26]=[CH:27][C@H:28]([CH3:51])[C@@H:29]2[CH2:34][CH2:35][C@H:36]2[O:41][C:40](=[O:42])[CH2:39][C@H:38]([O:43][Si:44]([C:47]([CH3:50])([CH3:49])[CH3:48])([CH3:46])[CH3:45])[CH2:37]2)=[CH:24]1)([C:18]([CH3:21])([CH3:20])[CH3:19])([CH3:17])[CH3:16]>>[Si:15]([O:22][C@H:23]1[CH2:32][C@H:31]([O:7][C:6](=[O:8])[CH:5]([O:4][C:3]2[C:10]([CH3:14])=[CH:11][CH:12]=[CH:13][C:2]=2[CH3:1])[CH3:9])[C@H:30]2[C:25]([CH:26]=[CH:27][C@H:28]([CH3:51])[C@@H:29]2[CH2:34][CH2:35][C@H:36]2[O:41][C:40](=[O:42])[CH2:39][C@H:38]([O:43][Si:44]([C:47]([CH3:50])([CH3:49])[CH3:48])([CH3:45])[CH3:46])[CH2:37]2)=[CH:24]1)([C:18]([CH3:19])([CH3:20])[CH3:21])([CH3:17])[CH3:16]. Procedure details: A procedure similar to that described in Example 10, above, was followed, but using 0.81 g of (2RS)-2-(2,6-dimethylphenoxy)propionic acid and 1.0 g of (4R,6R)-6-{(1S,2S,6S,8S,8aR)-2-[1,2,6,7,8,8a-hexahydro-6-t-butyldimethylsilyloxy-8-hydroxy-2-methyl-1-naphthyl]ethyl}tetrahydro-4-t-butyldimethylsilyloxy-2H-pyran-2-one [prepared as described in Example B, above], to give 1.25 g of the title compound as a colorless foam. The reactants are C(C)(=O)OC=1C(=C2CCC(OC2=C(C1C)C)(C)CC(=O)O)C ((±)-(6-acetoxy-2,5,7,8-tetramethylchroman-2-yl)acetic acid), C(C(=O)Cl)(=O)Cl (oxalyl chloride). Run in C1=CC=CC=C1 (benzene). Reaction conditions: temperature 50 celsius, time 20 minute. Yields the product C(C)(=O)OC=1C(=C2CCC(OC2=C(C1C)C)(C)CC(=O)Cl)C ((±)-(6-acetoxy-2,5,7,8-tetramethylchroman-2-yl)acetyl chloride). As a reaction SMILES: [C:1]([O:4][C:5]1[C:6]([CH3:22])=[C:7]2[C:12](=[C:13]([CH3:16])[C:14]=1[CH3:15])[O:11][C:10]([CH2:18][C:19](O)=[O:20])([CH3:17])[CH2:9][CH2:8]2)(=[O:3])[CH3:2].C(Cl)(=O)C([Cl:26])=O>C1C=CC=CC=1>[C:1]([O:4][C:5]1[C:6]([CH3:22])=[C:7]2[C:12](=[C:13]([CH3:16])[C:14]=1[CH3:15])[O:11][C:10]([CH2:18][C:19]([Cl:26])=[O:20])([CH3:17])[CH2:9][CH2:8]2)(=[O:3])[CH3:2]. Reported procedure: In a dry flask, a solution of 15.32 g. (50 mmol.) of (±)-(6-acetoxy-2,5,7,8-tetramethylchroman-2-yl)acetic acid in 100 ml. of benzene was heated under N2 to 50°C. as 21.15 ml. (0.25 mol.) of oxalyl chloride was added over 20 minutes. The solution was stirred at 50°C. for another 20 minutes, cooled and stripped of solvent to produce (±)-(6-acetoxy-2,5,7,8-tetramethylchroman-2-yl)acetyl chloride. To a solution of this acid chloride in 200 ml. of dry toluene was added 15 g. of sodium acetate and 1....